describe an organic reaction: reactants, conditions, products, and yield From a dataset of the Open Reaction Database (ORD), a public repository of structured organic reaction records. Starting materials: CC(=O)[O-], COC(=O)c1sccc1N, O=CO, [NH4+]. The product is COC(=O)c1sccc1NC=O. Reaction SMILES: [CH3:12][C:13]([O-:14])=[O:15].[CH3:1][O:2][C:3](=[O:4])[c:5]1[s:6][cH:7][cH:8][c:9]1[NH2:10].[CH:16]([OH:17])=[O:18].[NH4+:11]>>[CH3:1][O:2][C:3](=[O:4])[c:5]1[s:6][cH:7][cH:8][c:9]1[NH:10][CH:13]=[O:14]. Solvent: CN(C=O)C (dimethylformamide), CN(C=O)C (dimethylformamide). Reactants: [H-].[Na+] (Sodium hydride), O(C1=CC=CC=C1)C1=CC=C(C=C1)C1=CNC=2N=CN=C(C21)N (5-(4-phenoxyphenyl)-7H-pyrrolo[2,3-d]pyrimidin-4-ylamine), C1(CCCC1)S(=O)(=O)Cl (cyclopentanesulphonyl chloride). The product is C1(CCCC1)S(=O)(=O)N1C=C(C2=C1N=CN=C2N)C2=CC=C(C=C2)OC2=CC=CC=C2 (7-cyclopentanesulphonyl-5-(4-phenoxyphenyl)-7H-pyrrolo[2,3-d]pyrimidin-4-ylamine). Reaction conditions: time 72 hour. Procedure details: Sodium hydride (0.132 g of a 60% dispersion in mineral oil) was added to a solution of 5-(4-phenoxyphenyl)-7H-pyrrolo[2,3-d]pyrimidin-4-ylamine (1.0 g) in dry dimethylformamide (30 ml) with stirring under nitrogen. The mixture was stirred for 30 minutes and then cyclopentanesulphonyl chloride (0.558 g, prepared as described in J.O.C.1952, 17, 1529-1533) in dry dimethylformamide (5 ml) was added dropwise. The mixture was allowed to stand for 72 hours and then evaporated under vacuum. The residue ... As a reaction SMILES: [H-].[Na+].[O:3]([C:10]1[CH:15]=[CH:14][C:13]([C:16]2[C:24]3[C:23]([NH2:25])=[N:22][CH:21]=[N:20][C:19]=3[NH:18][CH:17]=2)=[CH:12][CH:11]=1)[C:4]1[CH:9]=[CH:8][CH:7]=[CH:6][CH:5]=1.[CH:26]1([S:31](Cl)(=[O:33])=[O:32])[CH2:30][CH2:29][CH2:28][CH2:27]1>CN(C)C=O>[CH:26]1([S:31]([N:18]2[C:19]3[N:20]=[CH:21][N:22]=[C:23]([NH2:25])[C:24]=3[C:16]([C:13]3[CH:12]=[CH:11][C:10]([O:3][C:4]4[CH:9]=[CH:8][CH:7]=[CH:6][CH:5]=4)=[CH:15][CH:14]=3)=[CH:17]2)(=[O:33])=[O:32])[CH2:30][CH2:29][CH2:28][CH2:27]1 |f:0.1|. The reactants are N#Cc1cc(F)cc(Br)c1, C1CCOC1, CC(C)(C)[O-], CS(C)=O, Cc1ccc(Cl)c(O)c1F, [K+], C1COCCOCCOCCOCCOCCO1, O. Product: Cc1ccc(Cl)c(Oc2cc(Br)cc(C#N)c2)c1F. As a reaction SMILES: [Br:40][c:41]1[cH:42][c:43]([C:44]#[N:45])[cH:46][c:47]([F:49])[cH:48]1.[CH2:35]1[O:36][CH2:37][CH2:38][CH2:39]1.[CH3:29][C:30]([CH3:31])([O-:32])[CH3:33].[CH3:50][S:51]([CH3:52])=[O:53].[Cl:1][c:2]1[cH:3][cH:4][c:5]([CH3:10])[c:6]([F:9])[c:7]1[OH:8].[K+:34].[O:11]1[CH2:12][CH2:13][O:14][CH2:15][CH2:16][O:17][CH2:18][CH2:19][O:20][CH2:21][CH2:22][O:23][CH2:24][CH2:25][O:26][CH2:27][CH2:28]1.[OH2:54]>>[Cl:1][c:2]1[cH:3][cH:4][c:5]([CH3:10])[c:6]([F:9])[c:7]1[O:8][c:47]1[cH:46][c:43]([C:44]#[N:45])[cH:42][c:41]([Br:40])[cH:48]1. Starting materials: ClC1=NNC(C2=CC=CC=C12)=O (4-chlorophthalazin-1(2H)-one), N1CCSCC1 (thiomorpholine). Product: S1CCN(CC1)C1=NNC(C2=CC=CC=C12)=O (4-thiomorpholinophthalazin-1(2H)-one). Reaction SMILES: Cl[C:2]1[C:11]2[C:6](=[CH:7][CH:8]=[CH:9][CH:10]=2)[C:5](=[O:12])[NH:4][N:3]=1.[NH:13]1[CH2:18][CH2:17][S:16][CH2:15][CH2:14]1>>[S:16]1[CH2:17][CH2:18][N:13]([C:2]2[C:11]3[C:6](=[CH:7][CH:8]=[CH:9][CH:10]=3)[C:5](=[O:12])[NH:4][N:3]=2)[CH2:14][CH2:15]1. Procedure details: 4-chlorophthalazin-1(2H)-one and thiomorpholine were processed using a method similar to that described in Example 1A to afford the title compound. MS (APCI+) M/Z 248 (M+H)+. Reactants: N1[C@H](C(=O)O)CCC1 (L-Proline), ClC(=O)OCC1=CC=CC=C1 (benzyl chloroformate). Run in [OH-].[Na+] (sodium hydroxide), [OH-].[Na+] (sodium hydroxide). Yields the product C(C1=CC=CC=C1)OC(=O)N1[C@H](C(=O)O)CCC1 (N-benzoxycarbonyl-L-Proline). RXN SMILES: [NH:1]1[CH2:8][CH2:7][CH2:6][C@H:2]1[C:3]([OH:5])=[O:4].Cl[C:10]([O:12][CH2:13][C:14]1[CH:19]=[CH:18][CH:17]=[CH:16][CH:15]=1)=[O:11]>[OH-].[Na+]>[CH2:13]([O:12][C:10]([N:1]1[CH2:8][CH2:7][CH2:6][C@H:2]1[C:3]([OH:5])=[O:4])=[O:11])[C:14]1[CH:19]=[CH:18][CH:17]=[CH:16][CH:15]=1 |f:2.3|. Procedure: L-Proline 5 (100 gms, 0.87 moles) was dissolved in 2N sodium hydroxide (430 mL) and cooled in an ice bath. A further 220 mL of 4N sodium hydroxide was added simultaneously with benzyl chloroformate (155 gms, 0.90 moles) over 2 hrs. The reaction was then allowed to warm to room temperature overnight. The reactants are O=C([O-])[O-], C1COCCO1, O=Cc1cc(Cc2cccnc2)ccc1O, C=CC=O, [K+], [K+]. As a reaction SMILES: [C:1](=[O:2])([O-:3])[O-:4].[CH2:27]1[O:28][CH2:29][CH2:30][O:31][CH2:32]1.[CH:11](=[O:12])[c:13]1[cH:14][c:15]([CH2:16][c:17]2[cH:18][n:19][cH:20][cH:21][cH:22]2)[cH:23][cH:24][c:25]1[OH:26].[CH:7](=[O:8])[CH:9]=[CH2:10].[K+:5].[K+:6]>>[CH:7](=[O:8])[C:9]1=[CH:11][c:13]2[cH:14][c:15]([CH2:16][c:17]3[cH:18][n:19][cH:20][cH:21][cH:22]3)[cH:23][cH:24][c:25]2[O:26][CH2:10]1. Product: O=CC1=Cc2cc(Cc3cccnc3)ccc2OC1. Reactants: C(C)(=O)N1[C@H](C[C@H](C2=CC(=CC=C12)N1C=NC(=C1)C(=O)OCC)NC(=O)OC(C)C)C (ethyl 1-[(cis)1-acetyl-2-methyl-4-({[(1-methylethyl)oxy]carbonyl}amino)-1,2,3,4-tetrahydro-6-quinolinyl]-1H-imidazole-4-carboxylate), Intermediate 82, [OH-].[Li+] (lithium hydroxide). Run in CO (methanol). Conditions: time 6 hour. Yields the product C(C)(=O)N1[C@H](C[C@H](C2=CC(=CC=C12)N1C=NC(=C1)C(=O)O)NC(=O)OC(C)C)C (1-[(cis)-1-acetyl-2-methyl-4-({[(1-methylethyl)oxy]carbonyl}amino)-1,2,3,4-tetrahydro-6-quinolinyl]-1H-imidazole-4-carboxylic acid). Isolated yield 65.0%. As a reaction SMILES: [C:1]([N:4]1[C:13]2[C:8](=[CH:9][C:10]([N:14]3[CH:18]=[C:17]([C:19]([O:21]CC)=[O:20])[N:16]=[CH:15]3)=[CH:11][CH:12]=2)[C@H:7]([NH:24][C:25]([O:27][CH:28]([CH3:30])[CH3:29])=[O:26])[CH2:6][C@@H:5]1[CH3:31])(=[O:3])[CH3:2].[OH-].[Li+]>CO>[C:1]([N:4]1[C:13]2[C:8](=[CH:9][C:10]([N:14]3[CH:18]=[C:17]([C:19]([OH:21])=[O:20])[N:16]=[CH:15]3)=[CH:11][CH:12]=2)[C@H:7]([NH:24][C:25]([O:27][CH:28]([CH3:30])[CH3:29])=[O:26])[CH2:6][C@@H:5]1[CH3:31])(=[O:3])[CH3:2] |f:1.2|. Reported procedure: A mixture of ethyl 1-[(cis)1-acetyl-2-methyl-4-({[(1-methylethyl)oxy]carbonyl}amino)-1,2,3,4-tetrahydro-6-quinolinyl]-1H-imidazole-4-carboxylate (for a preparation see Intermediate 82) (1.8 g, 4.2 mmol), methanol (15 mL), and lithium hydroxide (1M in water, 15 mL) was stirred at room temperature for 6 h then most of the methanol was removed in vacuo. The residue was diluted with water (15 mL) and acidified with glacial acetic acid. The resulting aqueous phase was extracted with AcOEt (3×30 mL). ... Starting materials: Cc1ccnc(C)c1Oc1cc(Br)cnc1C#N, [H-], [Na+], CN(C)C=O, O, S=c1cccc[nH]1. Yields the product Cc1ccnc(C)c1Oc1cc(Sc2ccccn2)cnc1C#N. Reaction SMILES: [Br:8][c:9]1[cH:10][c:11]([O:17][c:18]2[c:19]([CH3:25])[n:20][cH:21][cH:22][c:23]2[CH3:24])[c:12]([C:15]#[N:16])[n:13][cH:14]1.[H-:31].[Na+:32].[O:26]=[CH:27][N:28]([CH3:29])[CH3:30].[OH2:33].[nH:1]1[c:2](=[S:7])[cH:3][cH:4][cH:5][cH:6]1>>[n:1]1[c:2]([S:7][c:9]2[cH:10][c:11]([O:17][c:18]3[c:19]([CH3:25])[n:20][cH:21][cH:22][c:23]3[CH3:24])[c:12]([C:15]#[N:16])[n:13][cH:14]2)[cH:3][cH:4][cH:5][cH:6]1. The reactants are C1(CCCCC1)C[C@@H]([C@H]([C@@H](O)C1CC1)O)NC(=O)[C@H](CC=1N=CNC1)NC(=O)[C@@H](CS(=O)(=O)CC(C)(C)NC(OCC1=CC=CC=C1)=O)CC1=CC=CC=C1 (benzyl [2-[[(S)-2-[[(S)-1-[[(1S,2R,3S)-1-(cyclohexylmethyl)-3-cyclopropyl-2,3-dihydroxypropyl]carbamoyl]-2-imidazol-4-ylethyl]carbamoyl]-3-phenylpropyl]sulphonyl]-1,1-dimethylethyl]carbamate), O (water). Reagents/catalysts: [Pd] (palladium/carbon). Run in C(C)(=O)O (acetic acid). Reaction conditions: time 3 hour. Product: C(C)(=O)O.C(C)(=O)O.NC(CS(=O)(=O)C[C@H](C(=O)N[C@H](C(=O)N[C@H]([C@H]([C@@H](O)C1CC1)O)CC1CCCCC1)CC=1N=CNC1)CC1=CC=CC=C1)(C)C ((S)-α-[(S)-α-[[(2-amino-2-methylpropyl)sulphonyl]methyl]hydrocinnamamido]-N-[(1S,2R,3S)-1-(cyclohexylmethyl)-3-cyclopropyl-2,3-dihydroxypropyl]imidazole-4-propionamide diacetate). RXN SMILES: [CH:1]1([CH2:7][C@H:8]([NH:16][C:17]([C@@H:19]([NH:26][C:27]([C@H:29]([CH2:49][C:50]2[CH:55]=[CH:54][CH:53]=[CH:52][CH:51]=2)[CH2:30][S:31]([CH2:34][C:35]([NH:38]C(=O)OCC2C=CC=CC=2)([CH3:37])[CH3:36])(=[O:33])=[O:32])=[O:28])[CH2:20][C:21]2[N:22]=[CH:23][NH:24][CH:25]=2)=[O:18])[C@@H:9]([OH:15])[C@H:10]([CH:12]2[CH2:14][CH2:13]2)[OH:11])[CH2:6][CH2:5][CH2:4][CH2:3][CH2:2]1.[OH2:56]>C(O)(=O)C.[Pd]>[C:10]([OH:11])(=[O:56])[CH3:9].[C:10]([OH:11])(=[O:56])[CH3:9].[NH2:38][C:35]([CH3:37])([CH3:36])[CH2:34][S:31]([CH2:30][C@@H:29]([CH2:49][C:50]1[CH:55]=[CH:54][CH:53]=[CH:52][CH:51]=1)[C:27]([NH:26][C@@H:19]([CH2:20][C:21]1[N:22]=[CH:23][NH:24][CH:25]=1)[C:17]([NH:16][C@@H:8]([CH2:7][CH:1]1[CH2:6][CH2:5][CH2:4][CH2:3][CH2:2]1)[C@@H:9]([OH:15])[C@H:10]([CH:12]1[CH2:14][CH2:13]1)[OH:11])=[O:18])=[O:28])(=[O:32])=[O:33] |f:4.5.6|. Procedure: A mixture of 300 mg (0.38 mmol) of benzyl [2-[[(S)-2-[[(S)-1-[[(1S,2R,3S)-1-(cyclohexylmethyl)-3-cyclopropyl-2,3-dihydroxypropyl]carbamoyl]-2-imidazol-4-ylethyl]carbamoyl]-3-phenylpropyl]sulphonyl]-1,1-dimethylethyl]carbamate and 30 mg of palladium/carbon (10%) in 8 ml of acetic acid is hydrogenated at room temperature for 3 hours. Thereafter, the catalyst is filtered off, the reaction solution is evaporated and the residue obtained is lyophilized from water. There are obtained 240 mg of (S)-α-[...